Task: describe an organic reaction: reactants, conditions, products, and yield. Dataset: the Open Reaction Database (ORD), a public repository of structured organic reaction records The reactants are C(Cl)Cl (methylene chloride), C(=O)(OC(C)(C)C)NCCN(CC(=O)O)C(CN1C(=O)NC(=O)C(C)=C1)=O (N-(N-Boc-2-aminoethyl)-N-[(1-thyminyl)acetyl]glycine), FC1=C(C(=C(C(=C1O)F)F)F)F (Pentafluorophenol). Solvent: CN(C)C=O (DMF). Conditions: temperature 0 celsius, time 3 hour. Product: FC1=C(C(=C(C(=C1OC(CN(C(CN1C(=O)NC(=O)C(C)=C1)=O)CCNC(=O)OC(C)(C)C)=O)F)F)F)F (N-(N-Boc- -aminoethyl)-N-[(1 thyminyl)acetyl]glycine pentafluorophenyl ester). RXN SMILES: [C:1]([NH:8][CH2:9][CH2:10][N:11]([C:16](=[O:27])[CH2:17][N:18]1[CH:26]=[C:24]([CH3:25])[C:22](=[O:23])[NH:21][C:19]1=[O:20])[CH2:12][C:13]([OH:15])=[O:14])([O:3][C:4]([CH3:7])([CH3:6])[CH3:5])=[O:2].C(Cl)Cl.[F:31][C:32]1[C:37](O)=[C:36]([F:39])[C:35]([F:40])=[C:34]([F:41])[C:33]=1[F:42]>CN(C=O)C>[F:31][C:32]1[C:37]([O:14][C:13](=[O:15])[CH2:12][N:11]([CH2:10][CH2:9][NH:8][C:1]([O:3][C:4]([CH3:7])([CH3:6])[CH3:5])=[O:2])[C:16](=[O:27])[CH2:17][N:18]2[CH:26]=[C:24]([CH3:25])[C:22](=[O:23])[NH:21][C:19]2=[O:20])=[C:36]([F:39])[C:35]([F:40])=[C:34]([F:41])[C:33]=1[F:42]. Reported procedure: N-(N-Boc-2-aminoethyl)-N-[(1-thyminyl)acetyl]glycine (5) (2.00 g; 5.20 mmol) was dissolved in DMF (5 ml) and methylene chloride (15 ml) was added. Pentafluorophenol (1.05 g; 5.72 mmol) was added and the solution was cooled to 0° C. in an ice bath. DDC then was added (1.29 g; 6.24 mmol) and the ice bath was removed after 2 min. After 3 h with stirring at ambient temperature, the precipitated DCU was removed by filtration and washed with methylene chloride. The combined filtrate was washed twice w... Starting materials: CN=C=O, ClC(Cl)Cl, CC(c1ccccc1)N1CC(CCOc2ccc(N)cc2)C1. Yields the product CNC(=O)Nc1ccc(OCCC2CN(C(C)c3ccccc3)C2)cc1. Reaction SMILES: [CH3:1][N:2]=[C:3]=[O:4].[CH:27]([Cl:28])([Cl:29])[Cl:30].[NH2:5][c:6]1[cH:7][cH:8][c:9]([O:10][CH2:11][CH2:12][CH:13]2[CH2:14][N:15]([CH:17]([CH3:18])[c:19]3[cH:20][cH:21][cH:22][cH:23][cH:24]3)[CH2:16]2)[cH:25][cH:26]1>>[CH3:1][NH:2][C:3](=[O:4])[NH:5][c:6]1[cH:7][cH:8][c:9]([O:10][CH2:11][CH2:12][CH:13]2[CH2:14][N:15]([CH:17]([CH3:18])[c:19]3[cH:20][cH:21][cH:22][cH:23][cH:24]3)[CH2:16]2)[cH:25][cH:26]1. Run in acid. Reactants: [N+](=O)([O-])[O-].[Bi+3].[N+](=O)([O-])[O-].[N+](=O)([O-])[O-] (bismuth nitrate), [N+](=O)([O-])[O-].[Bi+3].[N+](=O)([O-])[O-].[N+](=O)([O-])[O-] (bismuth nitrate), [OH-].[Na+] (sodium hydroxide), C(=O)(O)CN1CCN(CCN(CCNCC1)CC(=O)O)CC(=O)O (1,4,7-triscarboxymethyl-1,4,7,10-tetraazacyclododecane), [OH-].[Na+] (sodium hydroxide). RXN SMILES: [N+]([O-])([O-])=O.[Bi+3:5].[N+]([O-])([O-])=O.[N+]([O-])([O-])=O.[C:14]([CH2:17][N:18]1[CH2:29][CH2:28][NH:27][CH2:26][CH2:25][N:24]([CH2:30][C:31]([OH:33])=[O:32])[CH2:23][CH2:22][N:21]([CH2:34][C:35]([OH:37])=[O:36])[CH2:20][CH2:19]1)([OH:16])=[O:15].[OH-].[Na+]>>[C:14]([CH2:17][N:18]1[CH2:29][CH2:28][NH:27][CH2:26][CH2:25][N:24]([CH2:30][C:31]([OH:33])=[O:32])[CH2:23][CH2:22][N:21]([CH2:34][C:35]([OH:37])=[O:36])[CH2:20][CH2:19]1)([OH:16])=[O:15].[Bi+3:5] |f:0.1.2.3,5.6,7.8|. Product: C(=O)(O)CN1CCN(CCN(CCNCC1)CC(=O)O)CC(=O)O.[Bi+3] (Bismuth(III) (1,4,7-triscarboxymethyl-1,4,7,10-tetraazacyclododecane)). Procedure details: 50mM Bismuth(III) (1,4,7-triscarboxymethyl-1,4,7,10-tetraazacyclododecane) was prepared by combining 24.2 mg of bismuth nitrate with 100μl of 1M 1,4,7-triscarboxymethyl-1,4,7,10-tetraazacyclododecane and 140 μl of acid. The solution was adjusted to pH 3 with dilute sodium hydroxide. The mixture was heated at 88° C. until the bismuth nitrate dissolved (ca. 30 minutes). The solution was adjusted to pH 7.3 with dilute sodium hydroxide and reheated briefly at 88° C. until a small quantity of precipi... Reactants: O1C(C1)COC1=CC=CC=2NC3=CC=CC=C3C12 (4-(oxiran-2-ylmethoxy)-9H-carbazole), C(C(=O)O)(=O)O (oxalic acid), COC1=C(OCCN)C=CC=C1 (2-(2-methoxyphenoxy)ethylamine). Run in CC(C)O (2-propanol), CC(C)O (2-propanol). Yields the product COC=1C=CC=CC1OCCNCC(COC=2C=CC=C3C2C=4C=CC=CC4N3)O.C(C(=O)[O-])(=O)[O-] (Carvedilol Oxalate). Yield: 81.2%. As a reaction SMILES: [O:1]1[CH2:3][CH:2]1[CH2:4][O:5][C:6]1[C:18]2[C:17]3[C:12](=[CH:13][CH:14]=[CH:15][CH:16]=3)[NH:11][C:10]=2[CH:9]=[CH:8][CH:7]=1.[CH3:19][O:20][C:21]1[CH:30]=[CH:29][CH:28]=[CH:27][C:22]=1[O:23][CH2:24][CH2:25][NH2:26].[C:31]([OH:36])(=[O:35])[C:32]([OH:34])=[O:33]>CC(O)C>[CH3:19][O:20][C:21]1[CH:30]=[CH:29][CH:28]=[CH:27][C:22]=1[O:23][CH2:24][CH2:25][NH:26][CH2:3][CH:2]([OH:1])[CH2:4][O:5][C:6]1[CH:7]=[CH:8][CH:9]=[C:10]2[NH:11][C:12]3[CH:13]=[CH:14][CH:15]=[CH:16][C:17]=3[C:18]=12.[C:31]([O-:36])(=[O:35])[C:32]([O-:34])=[O:33] |f:4.5|. Procedure: A mixture of 4-(oxiran-2-ylmethoxy)-9H-carbazole (II) (25.0 g, 104.60 mmole) and 62.5 ml 2-propanol is heated to 70° C. to 80° C. To this 2-(2-methoxyphenoxy)ethylamine (III) (25.33 g, 151.67 mmole) is added in one lot. The temperature of reaction mass is raised to reflux (80° C. to 85° C.) and maintain at this reaction temperature for one hour. After that, this reaction mass is added to the pre-heated (80° C. to 85° C.) solution of oxalic acid (14.6 g) (162.13 mmole) in 2-propanol (287.5 ml) an...